This data is from the Open Reaction Database (ORD), a public repository of structured organic reaction records. The task is: describe an organic reaction: reactants, conditions, products, and yield The reactants are ice water, C(C)NS(=O)(=O)C(C(C(C(C(C(C(C(F)(F)F)(F)F)(F)F)(F)F)(F)F)(F)F)(F)F)(F)F (perfluorooctylsulfonic acid-N-ethylamide), C(C1=CC=CC=C1)OC(=O)N1CC1 (N-benzyloxycarbonyl-aziridine), [H-].[Na+] (sodium hydride). Run in CN(C=O)C (dimethylformamide). Yields the product C(C)N(S(=O)(=O)C(C(C(C(C(C(C(C(F)(F)F)(F)F)(F)F)(F)F)(F)F)(F)F)(F)F)(F)F)CCNC(=O)OCC1=CC=CC=C1 (N-Ethyl-(2-benzyloxycarbonylamino-ethyl)-perfluorooctylsulfonic acid amide). Reaction SMILES: [CH2:1]([NH:3][S:4]([C:7]([F:31])([F:30])[C:8]([F:29])([F:28])[C:9]([F:27])([F:26])[C:10]([F:25])([F:24])[C:11]([F:23])([F:22])[C:12]([F:21])([F:20])[C:13]([F:19])([F:18])[C:14]([F:17])([F:16])[F:15])(=[O:6])=[O:5])[CH3:2].[H-].[Na+].[CH2:34]([O:41][C:42]([N:44]1[CH2:46][CH2:45]1)=[O:43])[C:35]1[CH:40]=[CH:39][CH:38]=[CH:37][CH:36]=1>CN(C)C=O>[CH2:1]([N:3]([CH2:46][CH2:45][NH:44][C:42]([O:41][CH2:34][C:35]1[CH:40]=[CH:39][CH:38]=[CH:37][CH:36]=1)=[O:43])[S:4]([C:7]([F:31])([F:30])[C:8]([F:28])([F:29])[C:9]([F:26])([F:27])[C:10]([F:24])([F:25])[C:11]([F:22])([F:23])[C:12]([F:20])([F:21])[C:13]([F:18])([F:19])[C:14]([F:17])([F:16])[F:15])(=[O:6])=[O:5])[CH3:2] |f:1.2|. Procedure: 5.272 g (10 mmol) of perfluorooctylsulfonic acid-N-ethylamide is dissolved in 30 ml of dimethylformamide. With exclusion of moisture, it is mixed with 330 mg (11 mmol) of sodium hydride (80% in oil). After gas generation is completed, the solution of 2.093 g (10 mmol) of N-benzyloxycarbonyl-aziridine is added dropwise to it. It is poured into 300 ml of ice water, extracted with dichloromethane, the organic solution is washed with water, it is dried on sodium sulfate and evaporated to dryness. Th... The reactants are OC1=CC(=NC2=C(C(=CC=C12)OC)C)N1N=C(C=C1)C(C)C (4-hydroxy-2-(3-isopropylpyrazol-1-yl)-7-methoxy-8-methyl-quinoline), intermediate 26, COC1=CC=C2C(=CC(=NC2=C1C)C=1SC=CN1)OC1CC2C(N(CCCCC=CC3CC3(NC(C2C1)=O)C(=O)O)C)=O (17-[7-methoxy-8-methyl-2-(thiazol-2-yl)quinolin-4-yloxy]-13-methyl-2,14-dioxo-3,13-diazatricyclo[13.3.0.04,6]octadec-7-ene-4-carboxylic acid). Product: C(C)(C)C1=NN(C=C1)C1=NC2=C(C(=CC=C2C(=C1)OC1CC2C(N(CCCCC=CC3CC3(NC(C2C1)=O)C(=O)O)C)=O)OC)C (17-[2-(3-isopropylpyrazol-1-yl)-7-methoxy-8-methylquinolin-4-yl-oxy]-13-methyl-2,14-dioxo-3,13-diazatricyclo[13.3.0.04,6]octadec-7-ene-4-carboxylic acid). RXN SMILES: [OH:1][C:2]1[C:11]2[C:6](=[C:7]([CH3:14])[C:8]([O:12][CH3:13])=[CH:9][CH:10]=2)[N:5]=[C:4]([N:15]2[CH:19]=[CH:18][C:17]([CH:20]([CH3:22])[CH3:21])=[N:16]2)[CH:3]=1.COC1C(C)=C2C(C(O[CH:42]3[CH2:59][CH:58]4[CH:44]([C:45](=[O:65])[N:46]([CH3:64])[CH2:47][CH2:48][CH2:49][CH2:50][CH:51]=[CH:52][CH:53]5[C:55]([C:61]([OH:63])=[O:62])([NH:56][C:57]4=[O:60])[CH2:54]5)[CH2:43]3)=CC(C3SC=CN=3)=N2)=CC=1>>[CH:20]([C:17]1[CH:18]=[CH:19][N:15]([C:4]2[CH:3]=[C:2]([O:1][CH:42]3[CH2:59][CH:58]4[CH:44]([C:45](=[O:65])[N:46]([CH3:64])[CH2:47][CH2:48][CH2:49][CH2:50][CH:51]=[CH:52][CH:53]5[C:55]([C:61]([OH:63])=[O:62])([NH:56][C:57]4=[O:60])[CH2:54]5)[CH2:43]3)[C:11]3[C:6](=[C:7]([CH3:14])[C:8]([O:12][CH3:13])=[CH:9][CH:10]=3)[N:5]=2)[N:16]=1)([CH3:22])[CH3:21]. Procedure details: The title compound was prepared from 4-hydroxy-2-(3-isopropylpyrazol-1-yl)-7-methoxy-8-methylquinoline (64) and intermediate 26 following the procedure (Step D-F) reported for the preparation of 17-[7-methoxy-8-methyl-2-(thiazol-2-yl)quinolin-4-yloxy]-13-methyl-2,14-dioxo-3,13-diazatricyclo[13.3.0.04,6]octadec-7-ene-4-carboxylic acid (29): m/z=630 (M+H)+. The reactants are [BH4-], CCOC(=O)c1nc(-c2ccc(Cl)cc2OCc2ccccc2)ns1, CCO, [Na+]. Reaction SMILES: [BH4-:26].[CH2:1]([c:2]1[cH:3][cH:4][cH:5][cH:6][cH:7]1)[O:8][c:9]1[c:10](-[c:16]2[n:17][s:18][c:19]([C:21](=[O:22])[O:23][CH2:24][CH3:25])[n:20]2)[cH:11][cH:12][c:13]([Cl:15])[cH:14]1.[CH3:28][CH2:29][OH:30].[Na+:27]>>[CH2:1]([c:2]1[cH:3][cH:4][cH:5][cH:6][cH:7]1)[O:8][c:9]1[c:10](-[c:16]2[n:17][s:18][c:19]([CH2:21][OH:22])[n:20]2)[cH:11][cH:12][c:13]([Cl:15])[cH:14]1. Yields the product OCc1nc(-c2ccc(Cl)cc2OCc2ccccc2)ns1. Starting materials: C1(CC1)[C@@H](COC)NC([O-])=O ((S)-1-cyclopropyl-2-methoxyethylcarbamate), C(Cl)(Cl)Cl (CHCl3), Cl (HCl). Solvent: CCO (EtOH), O1CCOCC1 (dioxane), [Pd] (Pd/C). The product is Cl.C1(CC1)[C@@H](COC)N ((S)-1-cyclopropyl-2-methoxyethanamine hydrochloride). Isolated yield 100.0%. RXN SMILES: [CH:1]1([C@H:4]([NH:8]C(=O)[O-])[CH2:5][O:6][CH3:7])[CH2:3][CH2:2]1.C(Cl)(Cl)[Cl:13].Cl>CCO.O1CCOCC1.[Pd]>[ClH:13].[CH:1]1([C@H:4]([NH2:8])[CH2:5][O:6][CH3:7])[CH2:3][CH2:2]1 |f:6.7|. Reported procedure: To a solution of (S)-1-cyclopropyl-2-methoxyethylcarbamate (4.36 g, 17.5 mmol) from Part D in EtOH (80 mL) and CHCl3 (3 mL) in a Parr bottle was added 4 N HCl in dioxane (5 mL) and Pd/C (476 mg, 10%, wet, Degussa type). The mixture was placed on a Parr shaker under H2 atm at 45 psi for 16 h. The reaction mixture was filtered through a pad of Celite and the filtrate was concentrated then reconcentrated from hexanes (2×) to afford (S)-1-cyclopropyl-2-methoxyethanamine hydrochloride (2.65 g, 100% y... Yields the product CN(CCC(=O)OCN1C(=NC2=C1C=CC=C2)S(=O)CC2=NC=C(C(=C2C)OC)C)C (N,N-dimethyl-β-alanine, [2-[[(4-methoxy-3,5-dimethyl-2-pyridinyl)methyl]sulfinyl]-1H-benzimidazol-1-yl]-methyl ester). RXN SMILES: [CH3:1][N:2]([CH3:8])[CH2:3][CH2:4][C:5]([OH:7])=[O:6].CN1CCOCC1.C(OC(Cl)=O)C(C)C.[CH3:24][O:25][C:26]1[C:31]([CH3:32])=[CH:30][N:29]=[C:28]([CH2:33][S:34]([C:36]2[N:40]([CH2:41]O)[C:39]3[CH:43]=[CH:44][CH:45]=[CH:46][C:38]=3[N:37]=2)=[O:35])[C:27]=1[CH3:47].[OH-].[Na+]>C(Cl)Cl>[CH3:1][N:2]([CH3:8])[CH2:3][CH2:4][C:5]([O:7][CH2:41][N:40]1[C:39]2[CH:43]=[CH:44][CH:45]=[CH:46][C:38]=2[N:37]=[C:36]1[S:34]([CH2:33][C:28]1[C:27]([CH3:47])=[C:26]([O:25][CH3:24])[C:31]([CH3:32])=[CH:30][N:29]=1)=[O:35])=[O:6] |f:4.5|. The solvent is C(Cl)Cl (CH2Cl2), C(Cl)Cl (CH2Cl2), C(Cl)Cl (CH2Cl2). Procedure details: N,N-dimethyl-β-alanine (0.76 g 0.005 mol) and N-methyl morpholine (0.99 g 0.01 mol) was added to CH2Cl2 (15 ml). The solution was cooled to -10° C. and isobutylchloroformate, (0.68 g 0.005 mol) dissolved in CH2Cl2 (15 ml), was added under inert atmosphere. The solution was stirred for about 20 min at -10° C. [2-[[(4-methoxy-3,5-dimethyl-2-pyridinyl)methyl]-sulfinyl]-1H-benzimidazol-1-yl]methanol dissolved in CH2Cl2 (15 ml) was added dropwise to the mixed anhydride at -10° C. The solution was sti... Reaction conditions: temperature -10 celsius, time 2 hour. The yield is 32.0%. The reactants are C(C(C)C)OC(=O)Cl (isobutylchloroformate), CN(CCC(=O)O)C (N,N-dimethyl-β-alanine), CN1CCOCC1 (N-methyl morpholine), COC1=C(C(=NC=C1C)CS(=O)C1=NC2=C(N1CO)C=CC=C2)C ([2-[[(4-methoxy-3,5-dimethyl-2-pyridinyl)methyl]-sulfinyl]-1H-benzimidazol-1-yl]methanol), anhydride, [OH-].[Na+] (NaOH). Reactants: C(C1=CC=CC=C1)N1[C@@H](C[C@H](C1)O[Si](C)(C)C(C)(C)C)C=O ((2S,4R)-1-benzyl-4-(t-butyldimethylsilyloxy)-2-formylpyrrolidine), CN1N=CN=C1 (1-methyl-1,2,4-triazole), C(CCC)[Li] (n-butyllithium). Solvent: O1CCCC1 (tetrahydrofuran), O1CCCC1 (tetrahydrofuran), CCCCCC (hexane). Reaction conditions: temperature 0 celsius, time 15 minute. Yields the product C(C1=CC=CC=C1)N1[C@@H](C[C@H](C1)O[Si](C)(C)C(C)(C)C)C(O)C1=NC=NN1C (1-{(2S,4R)-1-benzyl-4-(t-butyldimethylsilyloxy) pyrrolidin-2-yl}-1-(1-methyl-1,2,4-triazol-5-yl) methanol). Isolated yield 48.9%. As a reaction SMILES: [CH3:1][N:2]1[CH:6]=[N:5][CH:4]=[N:3]1.C([Li])CCC.[CH2:12]([N:19]1[CH2:23][C@H:22]([O:24][Si:25]([C:28]([CH3:31])([CH3:30])[CH3:29])([CH3:27])[CH3:26])[CH2:21][C@H:20]1[CH:32]=[O:33])[C:13]1[CH:18]=[CH:17][CH:16]=[CH:15][CH:14]=1>O1CCCC1.CCCCCC>[CH2:12]([N:19]1[CH2:23][C@H:22]([O:24][Si:25]([C:28]([CH3:29])([CH3:30])[CH3:31])([CH3:27])[CH3:26])[CH2:21][C@H:20]1[CH:32]([C:6]1[N:2]([CH3:1])[N:3]=[CH:4][N:5]=1)[OH:33])[C:13]1[CH:14]=[CH:15][CH:16]=[CH:17][CH:18]=1. Procedure details: To a solution of 1-methyl-1,2,4-triazole (3.12 g) in tetrahydrofuran (47 ml) at -70° C. was added dropwise n-butyllithium (1.6N) in hexane (25.5 ml) keeping the temperature below -60° C. After 15 minutes at -70° C., the mixture was warmed quickly to 0° C., stirred 5 minutes then recooled to -70° C. and stirred for 30 minutes. To the mixture was added a solution of (2S,4R)-1-benzyl-4-(t-butyldimethylsilyloxy)-2-formylpyrrolidine (10.0 g) in tetrahydrofuran (10 ml) keeping the temperature below -6...